This data is from the Open Reaction Database (ORD), a public repository of structured organic reaction records. The task is: describe an organic reaction: reactants, conditions, products, and yield Yield: 90.0%. Procedure: As described in Example VI, a mixture of 5.6 g. of 2-chloro-5-oxo-6-carbethoxy-8-ethyl-5,8-dihydropyrido(2,3-d)pyrimidine, 7.04 g. of N-benzylpiperazine and 80 cm3 of toluene is heated under reflux for 2 hours. After cooling, the mass is diluted with 100 cm3 of chloroform and is taken up in 200 cm3 of water. After washing the organic phase with water, the reaction product is isolated as described in the Example mentioned. It is recrystallised from isopropanol. 7.6 g. (90%) of 2-(4'-benzyl-pipera... Yields the product C(C1=CC=CC=C1)N1CCN(CC1)C=1N=CC2=C(N1)N(C=C(C2=O)C(=O)OCC)CC (2-(4'-benzyl-piperazino)-5-oxo-6-carbethoxy-8-ethyl-5,8-dihydro-pyrido(2,3-d)pyrimidine). Reaction SMILES: Cl[C:2]1[N:3]=[CH:4][C:5]2[C:11](=[O:12])[C:10]([C:13]([O:15][CH2:16][CH3:17])=[O:14])=[CH:9][N:8]([CH2:18][CH3:19])[C:6]=2[N:7]=1.[CH2:20]([N:27]1[CH2:32][CH2:31][NH:30][CH2:29][CH2:28]1)[C:21]1[CH:26]=[CH:25][CH:24]=[CH:23][CH:22]=1.C1(C)C=CC=CC=1>C(Cl)(Cl)Cl.O>[CH2:20]([N:27]1[CH2:32][CH2:31][N:30]([C:2]2[N:3]=[CH:4][C:5]3[C:11](=[O:12])[C:10]([C:13]([O:15][CH2:16][CH3:17])=[O:14])=[CH:9][N:8]([CH2:18][CH3:19])[C:6]=3[N:7]=2)[CH2:29][CH2:28]1)[C:21]1[CH:22]=[CH:23][CH:24]=[CH:25][CH:26]=1. Starting materials: ClC=1N=CC2=C(N1)N(C=C(C2=O)C(=O)OCC)CC (2-chloro-5-oxo-6-carbethoxy-8-ethyl-5,8-dihydropyrido(2,3-d)pyrimidine), C(C1=CC=CC=C1)N1CCNCC1 (N-benzylpiperazine), C1(=CC=CC=C1)C (toluene). The solvent is C(Cl)(Cl)Cl (chloroform), O (water). The reactants are CC1([C@@H]([C@@H]1\C=C/C(=O)O)C(=O)OC(C)(C)C)C (tert.-butyl(1R,cis)2,2-dimethyl-3-[Z-2-carboxy-ethenyl]cyclopropane-carboxylate), C(C#C)O (propargyl alcohol). Run at temperature 20 celsius, time 16 hour. Yields the product CC1([C@@H]([C@@H]1\C=C/C(=O)OCC#C)C(=O)OC(C)(C)C)C (tert.-butyl(1R,cis)2,2-dimethyl-3-[Z-2-(propargyloxy-carbonyl)-ethenyl]cyclopropane-carboxylate). Reaction SMILES: [CH3:1][C:2]1([CH3:17])[C@@H:4](/[CH:5]=[CH:6]\[C:7]([OH:9])=[O:8])[C@H:3]1[C:10]([O:12][C:13]([CH3:16])([CH3:15])[CH3:14])=[O:11].[CH2:18](O)[C:19]#[CH:20]>>[CH3:1][C:2]1([CH3:17])[C@@H:4](/[CH:5]=[CH:6]\[C:7]([O:9][CH2:20][C:19]#[CH:18])=[O:8])[C@H:3]1[C:10]([O:12][C:13]([CH3:16])([CH3:15])[CH3:14])=[O:11]. Procedure details: Using the procedure of Step A of Example 13, 3.6 g of tert.-butyl(1R,cis)2,2-dimethyl-3-[Z-2-carboxy-ethenyl]cyclopropane-carboxylate and 1 ml of propargyl alcohol were reacted and the mixture was stirred at 20° C. for 16 hours and was filtered. The filtrate was extracted with methylene chloride and the organic phase was washed with 0.1N hydrochloric acid, with water until the wash water was neutral, dried and evaporated to dryness under reduced pressure. The residue was taken up in a 9-1 cycloh... Starting materials: solution, C(C)(=O)O (acetic acid), O1CCCC1 (tetrahydrofuran), FC(C(=O)O)(F)F (trifluoroacetic acid), [Na].[Si](C)(C)(C(C)(C)C)O[C@H]1[C@H](O[C@@H]([C@H]([C@@H]1O[Si](C)(C)C(C)(C)C)O[Si](C)(C)C(C)(C)C)CS(=O)(=O)O)OCC(COC(CCCCCCC\C=C/CCCCCCCC)=O)O (3-O-[2,3,4-tri-O-(t-butyldimethylsilyl)-6-deoxy-6-sulfo-α-D-glucopyranosyl]-1-O-oleoyl-glycerol sodium salt). The solvent is O (water). Product: [Na].S(=O)(=O)(O)C[C@@H]1[C@H]([C@@H]([C@H]([C@H](O1)OCC(COC(CCCCCCC\C=C/CCCCCCCC)=O)O)O)O)O (3-O-(6-deoxy-6-sulfo-α-D-glucopyranosyl)-1-O-oleoyl-glycerol sodium salt). Reaction SMILES: C(O)(=O)C.O1CCCC1.FC(F)(F)C(O)=O.[Na:17].[Si]([O:25][C@@H:26]1[C@@H:31]([O:32][Si](C(C)(C)C)(C)C)[C@H:30]([O:40][Si](C(C)(C)C)(C)C)[C@@H:29]([CH2:48][S:49]([OH:52])(=[O:51])=[O:50])[O:28][C@@H:27]1[O:53][CH2:54][CH:55]([OH:77])[CH2:56][O:57][C:58](=[O:76])[CH2:59][CH2:60][CH2:61][CH2:62][CH2:63][CH2:64][CH2:65]/[CH:66]=[CH:67]\[CH2:68][CH2:69][CH2:70][CH2:71][CH2:72][CH2:73][CH2:74][CH3:75])(C(C)(C)C)(C)C>O>[Na:17].[S:49]([CH2:48][C@H:29]1[O:28][C@H:27]([O:53][CH2:54][CH:55]([OH:77])[CH2:56][O:57][C:58](=[O:76])[CH2:59][CH2:60][CH2:61][CH2:62][CH2:63][CH2:64][CH2:65]/[CH:66]=[CH:67]\[CH2:68][CH2:69][CH2:70][CH2:71][CH2:72][CH2:73][CH2:74][CH3:75])[C@H:26]([OH:25])[C@@H:31]([OH:32])[C@@H:30]1[OH:40])([OH:52])(=[O:50])=[O:51] |f:3.4,6.7,^1:16,78|. Procedure details: Into 7 mL of a solution of acetic acid, tetrahydrofuran, trifluoroacetic acid and water (3:1:0.4:1), 358.4 mg (378 μmol) of the compound (X) was dissolved. The solution was reacted at room temperature for 16 hours while stirring, and the reaction mixture was extracted with ethyl acetate (3×10 mL). The. organic layers were combined, washed with brine (2×20 mL), dried over anhydrous sodium sulfate, filtered, concentrated in vacuo, and purified by silica gel flash chromatography (dichloromethane me... Reactants: ice water, C([O-])([O-])=O.[Na+].[Na+] (sodium carbonate), OC1=CC(=NC2=CC=C(C=C12)I)C (4-Hydroxy-6-iodo-2-methylquinoline), P(=O)(Cl)(Cl)Cl (phosphorous oxychloride). Product: ClC1=CC(=NC2=CC=C(C=C12)I)C (4-Chloro-6-iodo-2-methylquinoline). Reaction SMILES: O[C:2]1[C:11]2[C:6](=[CH:7][CH:8]=[C:9]([I:12])[CH:10]=2)[N:5]=[C:4]([CH3:13])[CH:3]=1.C(=O)([O-])[O-].[Na+].[Na+].P(Cl)(Cl)([Cl:22])=O>>[Cl:22][C:2]1[C:11]2[C:6](=[CH:7][CH:8]=[C:9]([I:12])[CH:10]=2)[N:5]=[C:4]([CH3:13])[CH:3]=1 |f:1.2.3|. Procedure: 4-Hydroxy-6-iodo-2-methylquinoline (10 g; see step (i) above) in phosphorous oxychloride (70 mL) was heated at 80° C. for 1 hour. The reaction mixture was then cautiously added to ice/water and solid sodium carbonate until the solution reached pH 8.0. The mixture was extracted with ethyl acetate, washed with water, dried (MgSO4), filtered and evaporated. The resulting solid was triturated with diethyl ether to give the sub-title compound (6.4 g) as a white solid. The reactants are B, [Br-], N#Cc1ccncc1, CC[Mg+], CCOCC, CC(C)O[Ti](OC(C)C)(OC(C)C)OC(C)C, Cl, [Na+], C1CCOC1, [OH-]. Yields the product NC1(c2ccncc2)CC1. Reaction SMILES: [BH3:18].[Br-:9].[C:1](#[N:2])[c:3]1[cH:4][cH:5][n:6][cH:7][cH:8]1.[CH2:10]([CH3:11])[Mg+:12].[CH3:21][CH2:22][O:23][CH2:24][CH3:25].[CH:27]([O:28][Ti:29]([O:30][CH:31]([CH3:32])[CH3:33])([O:34][CH:35]([CH3:36])[CH3:37])[O:38][CH:39]([CH3:40])[CH3:41])([CH3:42])[CH3:43].[ClH:26].[Na+:20].[O:13]1[CH2:14][CH2:15][CH2:16][CH2:17]1.[OH-:19]>>[C:1]1([NH2:2])([c:3]2[cH:4][cH:5][n:6][cH:7][cH:8]2)[CH2:10][CH2:11]1. Reactants: BrC1=C(C(=O)OC)C=C(C=C1)C (methyl 2-bromo-5-methylbenzoate), CN1N=CC(=C1)B1OC(C(O1)(C)C)(C)C (1-methyl-4-(4,4,5,5-tetramethyl-1,3,2-dioxaborolan-2-yl)-1H-pyrazole), C(=O)([O-])[O-].[K+].[K+] (K2CO3). Reagents/catalysts: C=1C=CC(=CC1)[P](C=2C=CC=CC2)(C=3C=CC=CC3)[Pd]([P](C=4C=CC=CC4)(C=5C=CC=CC5)C=6C=CC=CC6)([P](C=7C=CC=CC7)(C=8C=CC=CC8)C=9C=CC=CC9)[P](C=1C=CC=CC1)(C=1C=CC=CC1)C=1C=CC=CC1 (Pd(PPh3)4). The solvent is O1CCOCC1.O (dioxane H2O). Conditions: temperature 100 celsius. The product is CC=1C=CC(=C(C(=O)OC)C1)C=1C=NN(C1)C (Methyl 5-methyl-2-(1-methyl-1H-pyrazol-4-yl)benzoate). As a reaction SMILES: Br[C:2]1[CH:11]=[CH:10][C:9]([CH3:12])=[CH:8][C:3]=1[C:4]([O:6][CH3:7])=[O:5].[CH3:13][N:14]1[CH:18]=[C:17](B2OC(C)(C)C(C)(C)O2)[CH:16]=[N:15]1.C([O-])([O-])=O.[K+].[K+]>C1C=CC([P]([Pd]([P](C2C=CC=CC=2)(C2C=CC=CC=2)C2C=CC=CC=2)([P](C2C=CC=CC=2)(C2C=CC=CC=2)C2C=CC=CC=2)[P](C2C=CC=CC=2)(C2C=CC=CC=2)C2C=CC=CC=2)(C2C=CC=CC=2)C2C=CC=CC=2)=CC=1.O1CCOCC1.O>[CH3:12][C:9]1[CH:10]=[CH:11][C:2]([C:17]2[CH:16]=[N:15][N:14]([CH3:13])[CH:18]=2)=[C:3]([CH:8]=1)[C:4]([O:6][CH3:7])=[O:5] |f:2.3.4,6.7,^1:37,39,58,77|. Procedure details: A mixture of methyl 2-bromo-5-methylbenzoate (1.01 g, 4.41 mmol), 1-methyl-4-(4,4,5,5-tetramethyl-1,3,2-dioxaborolan-2-yl)-1H-pyrazole (1.1 g, 5.28 mmol), Pd(PPh3)4 (0.764 g, 0.66 mmol), K2CO3 (1.83 g, 13.23 mmol) and dioxane/H2O (4:1, 15 mL) was degassed for 10 min and then heated overnight at 100° C. The mixture was cooled, diluted with brine, and extracted with EtOAc. The combined organic layers were washed with saturated NaHCO3 and dried over Na2SO4. The solvent was removed in vacuo to obtai...